This data is from the Open Reaction Database (ORD), a public repository of structured organic reaction records. The task is: describe an organic reaction: reactants, conditions, products, and yield Reactants: BrC1=C(C=CC=C1)CC=O (2-(2-bromophenyl) acetaldehyde), C(CC)[Mg]Br (propyl magnesium bromide). Run in C1CCOC1 (THF). Reaction conditions: time 3 hour. Product: BrC1=C(C=CC=C1)CC(CC)O (1-(2-bromophenyl)butan-2-ol). Reaction SMILES: [Br:1][C:2]1[CH:7]=[CH:6][CH:5]=[CH:4][C:3]=1[CH2:8][CH:9]=[O:10].[CH2:11]([Mg]Br)[CH2:12]C>C1COCC1>[Br:1][C:2]1[CH:7]=[CH:6][CH:5]=[CH:4][C:3]=1[CH2:8][CH:9]([OH:10])[CH2:11][CH3:12]. Reported procedure: To a solution of 2-(2-bromophenyl) acetaldehyde (15 g, 75.37 mmol) in THF (100 ml) was added propyl magnesium bromide (1.0 M in THF) (15.13 g, 113.6 mmol) at 0° C. then stirred at RT for 3 h. The reaction mixture was quenched with ammonium chloride then the title compound was purified by separation methods A, E and M. (Yield 7.0 g). The enantiomer showed up at tr=13.6 min with Chiralcel OJH (4.6×250 mm) 5μ, hexane:ethanol (98:02), 1 ml/min. The product is CCCNC(=O)OCC1C(OS(C)(=O)=O)CC(=O)N1Cc1ccc(Oc2ccccc2)cc1. RXN SMILES: [CH2:1]([CH2:2][CH3:3])[N:4]=[C:5]=[O:6].[CH3:39][CH2:40][O:41][C:42](=[O:43])[CH3:44].[CH:35]([Cl:36])([Cl:37])[Cl:38].[ClH:7].[OH:8][CH2:9][CH:10]1[CH:11]([O:30][S:31](=[O:32])(=[O:33])[CH3:34])[CH2:12][C:13](=[O:29])[N:14]1[CH2:15][c:16]1[cH:17][cH:18][c:19]([O:22][c:23]2[cH:24][cH:25][cH:26][cH:27][cH:28]2)[cH:20][cH:21]1>>[CH2:1]([CH2:2][CH3:3])[NH:4][C:5](=[O:6])[O:8][CH2:9][CH:10]1[CH:11]([O:30][S:31](=[O:32])(=[O:33])[CH3:34])[CH2:12][C:13](=[O:29])[N:14]1[CH2:15][c:16]1[cH:17][cH:18][c:19]([O:22][c:23]2[cH:24][cH:25][cH:26][cH:27][cH:28]2)[cH:20][cH:21]1. Starting materials: CCCN=C=O, CCOC(C)=O, ClC(Cl)Cl, Cl, CS(=O)(=O)OC1CC(=O)N(Cc2ccc(Oc3ccccc3)cc2)C1CO.